Dataset: the Open Reaction Database (ORD), a public repository of structured organic reaction records. Task: describe an organic reaction: reactants, conditions, products, and yield Yield: 38.9%. Reactants: ( 1 ), C1(CCCCCC1)=O (cycloheptanone), BrC1=CC=C(C=C1)F (1-bromo-4-fluorobenzene), CC(C)([O-])C.[Na+] (sodium tert-butoxide). Reagents/catalysts: C=1C=CC(=CC1)/C=C/C(=O)/C=C/C2=CC=CC=C2.C=1C=CC(=CC1)/C=C/C(=O)/C=C/C2=CC=CC=C2.C=1C=CC(=CC1)/C=C/C(=O)/C=C/C2=CC=CC=C2.[Pd].[Pd] (tris(dibenzylideneacetone)dipalladium), C1(=CC=CC=C1)P(C1=CC=CC=2C(C3=CC=CC(=C3OC12)P(C1=CC=CC=C1)C1=CC=CC=C1)(C)C)C1=CC=CC=C1 (4,5-bis(diphenylphosphino)-9,9-dimethylxanthene). Reaction SMILES: [C:1]1(=[O:8])[CH2:7][CH2:6][CH2:5][CH2:4][CH2:3][CH2:2]1.Br[C:10]1[CH:15]=[CH:14][C:13]([F:16])=[CH:12][CH:11]=1.CC(C)([O-])C.[Na+]>C1COCC1.C1C=CC(/C=C/C(/C=C/C2C=CC=CC=2)=O)=CC=1.C1C=CC(/C=C/C(/C=C/C2C=CC=CC=2)=O)=CC=1.C1C=CC(/C=C/C(/C=C/C2C=CC=CC=2)=O)=CC=1.[Pd].[Pd].C1(P(C2C=CC=CC=2)C2C3OC4C(=CC=CC=4P(C4C=CC=CC=4)C4C=CC=CC=4)C(C)(C)C=3C=CC=2)C=CC=CC=1>[F:16][C:13]1[CH:14]=[CH:15][C:10]([CH:2]2[CH2:3][CH2:4][CH2:5][CH2:6][CH2:7][C:1]2=[O:8])=[CH:11][CH:12]=1 |f:2.3,5.6.7.8.9|. The product is FC1=CC=C(C=C1)C1C(CCCCC1)=O (2-(4-fluorophenyl)cycloheptanone). Procedure: Step AAF (1): A mixture of cycloheptanone (1.0 g, 8.92 mmol), 1-bromo-4-fluorobenzene (0.874 g, 4.99 mmol), 4,5-bis(diphenylphosphino)-9,9-dimethylxanthene (0.067 g, 0.116 mmol), sodium tert-butoxide (1.157 g, 11.68 mmol) and tris(dibenzylideneacetone)dipalladium (0) (0.049 g, 0.053 mmol) in THF (10 mL) was heated at 80° C. overnight. The crude product was purified by Prep-HPLC (Solvent A=10% MeOH-90% water-0.1% TFA, Solvent B=90% MeOH-10% water-0.1% TFA. Column: Phenomenex Luna 30×100 mm, S10, ... Solvent: C1CCOC1 (THF). Conditions: temperature 80 celsius.